This data is from the Open Reaction Database (ORD), a public repository of structured organic reaction records. The task is: describe an organic reaction: reactants, conditions, products, and yield Reactants: C=CC1CC1(NC(=O)C1CC(O)CC1C(=O)OC(C)(C)C)C(=O)OCC, C1CCOC1, CC(C)OC(=O)N=NC(=O)OC(C)C, COc1ccc2c(O)cc(-c3ccccc3)nc2c1, c1ccc(P(c2ccccc2)c2ccccc2)cc1. Product: C=CC1CC1(NC(=O)C1CC(Oc2cc(-c3ccccc3)nc3cc(OC)ccc23)CC1C(=O)OC(C)(C)C)C(=O)OCC. Reaction SMILES: [C:1]([CH3:2])([CH3:3])([CH3:4])[O:5][C:6](=[O:7])[CH:8]1[CH:9]([C:14]([NH:15][C:16]2([C:21](=[O:22])[O:23][CH2:24][CH3:25])[CH:17]([CH:19]=[CH2:20])[CH2:18]2)=[O:26])[CH2:10][CH:11]([OH:13])[CH2:12]1.[CH2:79]1[O:80][CH2:81][CH2:82][CH2:83]1.[O:65]=[C:66]([O:67][CH:68]([CH3:69])[CH3:70])[N:71]=[N:72][C:73]([O:74][CH:75]([CH3:76])[CH3:77])=[O:78].[c:27]1(-[c:33]2[n:34][c:35]3[cH:36][c:37]([O:44][CH3:45])[cH:38][cH:39][c:40]3[c:41]([OH:43])[cH:42]2)[cH:28][cH:29][cH:30][cH:31][cH:32]1.[c:46]1([P:47]([c:48]2[cH:49][cH:50][cH:51][cH:52][cH:53]2)[c:54]2[cH:55][cH:56][cH:57][cH:58][cH:59]2)[cH:60][cH:61][cH:62][cH:63][cH:64]1>>[C:1]([CH3:2])([CH3:3])([CH3:4])[O:5][C:6](=[O:7])[CH:8]1[CH:9]([C:14]([NH:15][C:16]2([C:21](=[O:22])[O:23][CH2:24][CH3:25])[CH:17]([CH:19]=[CH2:20])[CH2:18]2)=[O:26])[CH2:10][CH:11]([O:13][c:41]2[c:40]3[c:35]([n:34][c:33](-[c:27]4[cH:28][cH:29][cH:30][cH:31][cH:32]4)[cH:42]2)[cH:36][c:37]([O:44][CH3:45])[cH:38][cH:39]3)[CH2:12]1. Starting materials: BrC=1N=C(C(=NC1)N)C1=CC=C(C=C1)F (5-bromo-3-(4-fluoro-phenyl)-pyrazin-2-ylamine), C(C)(=O)OCC (ethyl acetate), ClCCl (dichloromethane), [C]=O (carbon monoxide). The reagents and catalysts are C1=CC=C(C=C1)P([C-]2C=CC=C2)C3=CC=CC=C3.C1=CC=C(C=C1)P([C-]2C=CC=C2)C3=CC=CC=C3.Cl[Pd]Cl.[Fe+2] ([1,1′-bis(diphenylphosphino)ferrocen]palladium(II)chloride). The solvent is CO (methanol), C(C)N(CC)CC (triethylamine). Yields the product COC(=O)C1=NC(=C(N=C1)N)C1=CC=C(C=C1)F (5-Amino-6-(4-fluoro-phenyl)-pyrazine-2-carboxylic acid methyl ester). RXN SMILES: Br[C:2]1[N:3]=[C:4]([C:9]2[CH:14]=[CH:13][C:12]([F:15])=[CH:11][CH:10]=2)[C:5]([NH2:8])=[N:6][CH:7]=1.[C:16]([O:19][CH2:20]C)(=[O:18])C.ClCCl.[C]=O>CO.C1C=CC(P(C2C=CC=CC=2)[C-]2C=CC=C2)=CC=1.C1C=CC(P(C2C=CC=CC=2)[C-]2C=CC=C2)=CC=1.Cl[Pd]Cl.[Fe+2].C(N(CC)CC)C>[CH3:20][O:19][C:16]([C:2]1[CH:7]=[N:6][C:5]([NH2:8])=[C:4]([C:9]2[CH:14]=[CH:13][C:12]([F:15])=[CH:11][CH:10]=2)[N:3]=1)=[O:18] |f:5.6.7.8,^3:24|. Procedure: To a solution of 1.87 g 5-bromo-3-(4-fluoro-phenyl)-pyrazin-2-ylamine in 35 ml methanol was added 15 ml ethyl acetate, 0.260 g [1,1′-bis(diphenylphosphino)ferrocen]palladium(II)chloride 1:1 complex with dichloromethane and 1.95 ml triethylamine and the mixture was stirred at 110° C. under 70 bar carbon monoxide for 18 h. The reaction mixture was evaporated and the residue was purified by chromatography on silica gel with heptane:ethyl acetate=1:1 to yield 1.26 g of the title compound as white cr...